From a dataset of the Open Reaction Database (ORD), a public repository of structured organic reaction records. describe an organic reaction: reactants, conditions, products, and yield Starting materials: ClC1=NC(=CN=C1)OCC1=CC=C(C=C1)C1=NC=CC=C1 (2-chloro-6-[{4-(2-pyridinyl)benzyl}oxy]pyrazine), C(=O)([O-])[O-].[K+].[K+] (K2CO3), N1=C(C=CC=C1)C1=CC=C(CO)C=C1 (4-(2-pyridinyl)benzyl alcohol), N1CCNCC1 (piperazine). The product is N1=C(C=CC=C1)C1=CC=C(COC2=NC(=CN=C2)N2CCNCC2)C=C1 (2-[{4-(2-Pyridinyl)benzyl}oxy]-6-(1-piperazinyl)pyrazine). RXN SMILES: Cl[C:2]1[CH:7]=[N:6][CH:5]=[C:4]([O:8][CH2:9][C:10]2[CH:15]=[CH:14][C:13]([C:16]3[CH:21]=[CH:20][CH:19]=[CH:18][N:17]=3)=[CH:12][CH:11]=2)[N:3]=1.N1C=CC=CC=1C1C=CC(CO)=CC=1.[NH:36]1[CH2:41][CH2:40][NH:39][CH2:38][CH2:37]1.C([O-])([O-])=O.[K+].[K+]>>[N:17]1[CH:18]=[CH:19][CH:20]=[CH:21][C:16]=1[C:13]1[CH:14]=[CH:15][C:10]([CH2:9][O:8][C:4]2[CH:5]=[N:6][CH:7]=[C:2]([N:36]3[CH2:41][CH2:40][NH:39][CH2:38][CH2:37]3)[N:3]=2)=[CH:11][CH:12]=1 |f:3.4.5|. Procedure: The title compound was prepared according to the procedure of example 50, step 2, starting from 2-chloro-6-[{4-(2-pyridinyl)benzyl}oxy]pyrazine (2.73 g, 9.16 mmol; obtained according to the procedure of example 50, step 1, starting from 4-(2-pyridinyl)benzyl alcohol*), piperazine (2.41 g, 27.9 mmol) and K2CO3 (1.33 g, 9.62 mmol) with the exception that the final filtration through alumina was omitted. The yield of the of the title compound was 2.06 g (65%) which was obtained as a beige colored o... The reactants are [H-].[Na+] (sodium hydride), CC1=C(C=C(NS(=O)(=O)C2=CC=C(C=C2)C)C=C1)[N+](=O)[O-] (4′-methyl-3′-nitro-p-toluenesulfonanilide), O (water), S(=O)(=O)(OC)OC (dimethyl sulfate). The solvent is CN(C)C=O (DMF). Yields the product CN(C1=CC(=C(C=C1)C)[N+](=O)[O-])S(=O)(=O)C1=CC=C(C=C1)C (N,4′-Dimethyl-3′-nitro-p-toluenesulfonanilide). Isolated yield 75.6%. As a reaction SMILES: [H-].[Na+].[CH3:3][C:4]1[CH:20]=[CH:19][C:7]([NH:8][S:9]([C:12]2[CH:17]=[CH:16][C:15]([CH3:18])=[CH:14][CH:13]=2)(=[O:11])=[O:10])=[CH:6][C:5]=1[N+:21]([O-:23])=[O:22].S(OC)(O[CH3:28])(=O)=O.O>CN(C=O)C>[CH3:28][N:8]([S:9]([C:12]1[CH:13]=[CH:14][C:15]([CH3:18])=[CH:16][CH:17]=1)(=[O:11])=[O:10])[C:7]1[CH:19]=[CH:20][C:4]([CH3:3])=[C:5]([N+:21]([O-:23])=[O:22])[CH:6]=1 |f:0.1|. Procedure: To a suspension of sodium hydride (60%, 0.14 g (3.50 mmol)) in DMF (3.0 ml), 4′-methyl-3′-nitro-p-toluenesulfonanilide (1.00 g (3.26 mmol)) was added with stirring at room temperature. To the resulting mixture, after 15 minutes' stirring at room temperature, dimethyl sulfate (0.34 ml (3.56 mmol)) was added dropwise. After one hours' stirring at room temperature, the reaction mixture was poured into water and extracted with ethyl acetate. The extract was washed with water and saturated sodium chl... Starting materials: solution, C(CCC)[Li] (n-butyllithium), CCCCCC (hexane), [Cl-] (chloride), ClC\C=C(/COC1OCCCC1)\F ((E)-1-chloro-3-fluoro-4-(2-tetrahydropyranvloxy)-2-butene), S1CSCCC1 (1,3-dithiane). Run in O1CCCC1 (tetrahydrofuran), O1CCCC1 (tetrahydrofuran). Run at temperature -30 celsius, time 30 minute. Yields the product S1C(SCCC1)CC=C(COC1OCCCC1)F (1-(1,3-dithia-2-cyclohexyl)-3-fluoro-4-(2-tetrahydropyranyloxy]-2-butene). Isolated yield 88.5%. As a reaction SMILES: [S:1]1[CH2:6][CH2:5][CH2:4][S:3][CH2:2]1.C([Li])CCC.CCCCCC.[Cl-].Cl[CH2:20]/[CH:21]=[C:22](/[F:31])\[CH2:23][O:24][CH:25]1[CH2:30][CH2:29][CH2:28][CH2:27][O:26]1>O1CCCC1>[S:1]1[CH2:6][CH2:5][CH2:4][S:3][CH:2]1[CH2:20][CH:21]=[C:22]([F:31])[CH2:23][O:24][CH:25]1[CH2:30][CH2:29][CH2:28][CH2:27][O:26]1. Reported procedure: To a solution of 1,3-dithiane (1.55 g, 12.9 mmole) in tetrahydrofuran (60 ml) cooled to -30° C. was added dropwise a 1.32M solution of n-butyllithium in hexane (9.77 ml, 12.9 mmoles), the mixture was stirred at -30° C. for 30 min. Then the mixture was cooled to -40° C. and the chloride prepared in 1C (2.69 g, 12.9 mmoles) in tetrahydrofuran (10 ml) was added dropwise. The reaction was stirred 30 min at -40° C. and 2 hrs at 0° C. The reaction was quenched with saturated aqueous ammonium chloride ... Reactants: C=O, C1COCCN1, COc1c(O)cc(O)c2c(=O)cc(-c3ccccc3)oc12, CO. Product: COc1c(O)c(CN2CCOCC2)c(O)c2c(=O)cc(-c3ccccc3)oc12. As a reaction SMILES: [CH2:22]=[O:23].[CH2:24]1[CH2:25][O:26][CH2:27][CH2:28][NH:29]1.[CH3:1][O:2][c:3]1[c:4]([OH:5])[cH:6][c:7]([OH:8])[c:9]2[c:10]1[o:11][c:12](-[c:16]1[cH:17][cH:18][cH:19][cH:20][cH:21]1)[cH:13][c:14]2=[O:15].[CH3:30][OH:31]>>[CH3:1][O:2][c:3]1[c:4]([OH:5])[c:6]([CH2:22][N:29]2[CH2:24][CH2:25][O:26][CH2:27][CH2:28]2)[c:7]([OH:8])[c:9]2[c:10]1[o:11][c:12](-[c:16]1[cH:17][cH:18][cH:19][cH:20][cH:21]1)[cH:13][c:14]2=[O:15]. The reactants are C(C)N1C[C@@H]([C@@H](CC1)NC(C1=CC=CC=C1)=O)F (N-((3S,4R)-1-ethyl-3-fluoropiperidin-4-yl)benzamide), Cl (hydrochloric acid). Reaction conditions: time 8 hour. Yields the product Cl.Cl.C(C)N1C[C@@H]([C@@H](CC1)N)F ((3S,4R)-1-ethyl-3-fluoropiperidin-4-amine dihydrochloride). Yield: 88.8%. Reaction SMILES: [CH2:1]([N:3]1[CH2:8][CH2:7][C@@H:6]([NH:9]C(=O)C2C=CC=CC=2)[C@@H:5]([F:18])[CH2:4]1)[CH3:2].[ClH:19]>>[ClH:19].[ClH:19].[CH2:1]([N:3]1[CH2:8][CH2:7][C@@H:6]([NH2:9])[C@@H:5]([F:18])[CH2:4]1)[CH3:2] |f:2.3.4|. Procedure details: A solution of N-((3S,4R)-1-ethyl-3-fluoropiperidin-4-yl)benzamide (6.58 kg, 24.16 mol) in aqueous hydrochloric acid (35 L, 209 mol) was heated to 130° C. external temperature for 10 hours then was allowed to stand overnight at room temperature. The precipitated solid was filtered off and washed with water (2 L). The filtrate was concentrated, and ethanol (20 L) was added at 60° C. The solution was slowly cooled to room temperature overnight, crystallization occurred, and the yellow suspension wa...